Dataset: the Open Reaction Database (ORD), a public repository of structured organic reaction records. Task: describe an organic reaction: reactants, conditions, products, and yield Reactants: OC1=CC=C(C(=O)[O-])C=C1.[Na+] (Sodium p-hydroxybenzoate), C(C1=CC=CC=C1)Cl (benzyl chloride), C=1(C(=CC=CC1)C)C (xylene), OC1=CC=C(C(=O)OCC2=CC=CC=C2)C=C1 (Benzyl p-hydroxybenzoate). Reagents/catalysts: [Cl-].C(CCC)[N+](CCCC)(CCCC)CCCC (tetrabutyl ammonium chloride). The solvent is C(C)C(=O)C (methyl ethyl ketone). Product: C(C1=CC=CC=C1)OC1=CC=C(C(=O)OCC2=CC=CC=C2)C=C1 (benzyl p-benzyloxybenzoate). Yield: 73.0%. RXN SMILES: OC1C=CC(C([O-])=O)=CC=1.[Na+].[CH2:12](Cl)[C:13]1[CH:18]=[CH:17][CH:16]=[CH:15][CH:14]=1.C1(C)C(C)=CC=CC=1.[OH:28][C:29]1[CH:44]=[CH:43][C:32]([C:33]([O:35][CH2:36][C:37]2[CH:42]=[CH:41][CH:40]=[CH:39][CH:38]=2)=[O:34])=[CH:31][CH:30]=1>[Cl-].C([N+](CCCC)(CCCC)CCCC)CCC.C(C(C)=O)C>[CH2:12]([O:28][C:29]1[CH:44]=[CH:43][C:32]([C:33]([O:35][CH2:36][C:37]2[CH:42]=[CH:41][CH:40]=[CH:39][CH:38]=2)=[O:34])=[CH:31][CH:30]=1)[C:13]1[CH:18]=[CH:17][CH:16]=[CH:15][CH:14]=1 |f:0.1,5.6|. Procedure details: Sodium p-hydroxybenzoate (64 g) and 51 g of benzyl chloride were added to 300 g of xylene, and 1.3 g of tetrabutyl ammonium chloride as a phase transfer catalyst and 2 g of methyl ethyl ketone were added. The mixture was refluxed for 8 hours Benzyl p-hydroxybenzoate was obtained in a yield of 73%, and the ratio of benzyl p-benzyloxybenzoate formed was 13%. Starting materials: COC1=CC=C(C=C1)C1=C(N=C(N1)C1=CC=C(C=C1)[N+](=O)[O-])C(=O)O (5-(4-Methoxyphenyl)-2-(4-nitrophenyl)imidazole-4-carboxylic acid), hydrochloric acid—ether, S(=O)(Cl)Cl (thionyl chloride), NC=1SC=NN1 (2-amino-1,3,4-thiadiazole). Product: COC1=CC=C(C=C1)C1=C(N=C(N1)C1=CC=C(C=C1)[N+](=O)[O-])C(=O)NC=1SC=NN1 (5-(4-methoxyphenyl)-2-(4-nitrophenyl)-N-(1,3,4-thiadiazol-2-yl)imidazole-4-carboxamide). RXN SMILES: [CH3:1][O:2][C:3]1[CH:8]=[CH:7][C:6]([C:9]2[NH:13][C:12]([C:14]3[CH:19]=[CH:18][C:17]([N+:20]([O-:22])=[O:21])=[CH:16][CH:15]=3)=[N:11][C:10]=2[C:23]([OH:25])=O)=[CH:5][CH:4]=1.S(Cl)(Cl)=O.[NH2:30][C:31]1[S:32][CH:33]=[N:34][N:35]=1>>[CH3:1][O:2][C:3]1[CH:4]=[CH:5][C:6]([C:9]2[NH:13][C:12]([C:14]3[CH:15]=[CH:16][C:17]([N+:20]([O-:22])=[O:21])=[CH:18][CH:19]=3)=[N:11][C:10]=2[C:23]([NH:30][C:31]2[S:32][CH:33]=[N:34][N:35]=2)=[O:25])=[CH:7][CH:8]=1. Procedure details: 5-(4-Methoxyphenyl)-2-(4-nitrophenyl)imidazole-4-carboxylic acid, 1 M hydrochloric acid—ether solution, thionyl chloride and 2-amino-1,3,4-thiadiazole are reacted and treated in the same manner as in Example 1 to give 5-(4-methoxyphenyl)-2-(4-nitrophenyl)-N-(1,3,4-thiadiazol-2-yl)imidazole-4-carboxamide. Starting materials: C(C)(C)(C)OC(=O)C(=CC=1C(C2=C(NC(C1OC)=O)C=C(C=C2)Cl)=O)C (4-[2-(Tert-butoxycarbonyl)propenyl]-8-chloro-3-methyoxy-2,5-dioxo-2,5-dihydro-1H-benz[b]azepine), FC(C(=O)O)(F)F (trifluoroacetic acid). The solvent is C(Cl)Cl (methylene chloride). Reaction conditions: time 40 minute. Yields the product ClC=1C=CC2=C(NC(C(=C(C2=O)/C=C(/C(=O)O)\C)OC)=O)C1 ((E)-3-(8-Chloro-3-methoxy-2,5-dioxo-2,5-dihydro-1H-benzo[b]azepin-4-yl)-2-methylacrylic Acid). Isolated yield 25.1%. Reaction SMILES: C([O:5][C:6]([C:8]([CH3:26])=[CH:9][C:10]1[C:11](=[O:25])[C:12]2[CH:23]=[CH:22][C:21]([Cl:24])=[CH:20][C:13]=2[NH:14][C:15](=[O:19])[C:16]=1[O:17][CH3:18])=[O:7])(C)(C)C.FC(F)(F)C(O)=O>C(Cl)Cl>[Cl:24][C:21]1[CH:22]=[CH:23][C:12]2[C:11](=[O:25])[C:10](/[CH:9]=[C:8](\[CH3:26])/[C:6]([OH:7])=[O:5])=[C:16]([O:17][CH3:18])[C:15](=[O:19])[NH:14][C:13]=2[CH:20]=1. Procedure: 4-[2-(Tert-butoxycarbonyl)propenyl]-8-chloro-3-methyoxy-2,5-dioxo-2,5-dihydro-1H-benz[b]azepine (0.35 g) in methylene chloride (7 mL) was treated with trifluoroacetic acid. The solution was stirred under argon at room temperature for 40 minutes and then it was concentrated to a white solid. The solid was dissolved in hot methanol (30 mL). The solution was filtered and concentrated to 7 mL volume as a solid formed. The solid was filtered off, washed with cold methanol, and air-dried to give a whi... The reactants are C1=CC2=C(C=CC3=C2C(=C1)C(=O)OC3=O)Br (4-Bromo 1,8 naphthalic anhydride), NC1=CC=C(C=C1)C (p-toluidine), C(C)(=O)O (acetic acid). Solvent: O (Water). Reaction conditions: time 10 hour. The product is BrC=1C=CC=2C(N(C(C3=CC=CC1C23)=O)C2=CC=C(C=C2)C)=O (6-bromo-2-p-tolyl-benzo[de]isoquinoline-1,3-dione). Yield: 87.0%. RXN SMILES: [CH:1]1[CH:10]=[C:9]2[C:11]([O:13][C:14](=[O:15])[C:7]3=[C:8]2[C:3](=[C:4]([Br:16])[CH:5]=[CH:6]3)[CH:2]=1)=O.[NH2:17][C:18]1[CH:23]=[CH:22][C:21]([CH3:24])=[CH:20][CH:19]=1.C(O)(=O)C>O>[Br:16][C:4]1[CH:5]=[CH:6][C:7]2[C:14](=[O:15])[N:17]([C:18]3[CH:23]=[CH:22][C:21]([CH3:24])=[CH:20][CH:19]=3)[C:11](=[O:13])[C:9]3[C:8]=2[C:3]=1[CH:2]=[CH:1][CH:10]=3. Procedure: A mixture of 4-Bromo 1,8 naphthalic anhydride (10 g), p-toluidine (4.08 g) and acetic acid (75 ml) was refluxed with stirring for 10 hours. Water (200 ml) was added at room temperature, the separated solid was filtered, washed with acetic acid followed by water and dried at 100° C. for 8 hours to yield 11.5 g of the product. As a reaction SMILES: [B:23]([Br:24])([Br:25])[Br:26].[CH3:1][O:2][c:3]1[cH:4][cH:5][c:6]2[c:7]3[c:12]([nH:13][c:14]2[cH:15]1)[CH2:11][CH:10]([NH:16][C:17]([CH3:18])=[O:19])[CH2:9][CH2:8]3.[CH3:27][OH:28].[Cl:20][CH2:21][Cl:22]>>[OH:2][c:3]1[cH:4][cH:5][c:6]2[c:7]3[c:12]([nH:13][c:14]2[cH:15]1)[CH2:11][CH:10]([NH:16][C:17]([CH3:18])=[O:19])[CH2:9][CH2:8]3. Starting materials: BrB(Br)Br, COc1ccc2c3c([nH]c2c1)CC(NC(C)=O)CC3, CO, ClCCl. The product is CC(=O)NC1CCc2c([nH]c3cc(O)ccc23)C1. Starting materials: OC=1C=CC=C2C=CC(=NC12)C (8-Hydroxyquinaldine), C([O-])([O-])=O.[K+].[K+] (potassium carbonate), stainless steel, C(=O)=O (CO2). Run at temperature 170 celsius. Product: CC1=NC2=C(C(=CC=C2C=C1)C(=O)O)O (2-Methyl-8-hydroxyquinoline-7-carboxylic Acid). Yield: 29.1%. RXN SMILES: [OH:1][C:2]1[CH:3]=[CH:4][CH:5]=[C:6]2[C:11]=1[N:10]=[C:9]([CH3:12])[CH:8]=[CH:7]2.[C:13](=O)([O-:15])[O-:14].[K+].[K+].C(=O)=O>>[CH3:12][C:9]1[CH:8]=[CH:7][C:6]2[C:11](=[C:2]([OH:1])[C:3]([C:13]([OH:15])=[O:14])=[CH:4][CH:5]=2)[N:10]=1 |f:1.2.3|. Procedure details: 8-Hydroxyquinaldine (5.0 g) and potassium carbonate (13.02 g) are mixed together in a stainless steel bomb and heated to 170° C. under 800 p.s.i. CO2 for 6 days. The reaction is then cooled and the resulting solid is partitioned between EtOAc and water. The organic layer is extracted with water (3×). The combined aqueous layers are washed with EtOAc (3×). The aqueous layer is then acidified to pH 4.5 with conc. HCl. The resulting solid is collected, dried and recrystallized from i-PrOH to yield ...